Dataset: the Open Reaction Database (ORD), a public repository of structured organic reaction records. Task: describe an organic reaction: reactants, conditions, products, and yield Reactants: Cc1cc(C)c(N)c(Br)c1, CC#N, O=C(Cl)Cc1ccc(F)cc1. Product: Cc1cc(C)c(NC(=O)Cc2ccc(F)cc2)c(Br)c1. Reaction SMILES: [Br:1][c:2]1[c:3]([NH2:4])[c:5]([CH3:10])[cH:6][c:7]([CH3:9])[cH:8]1.[CH3:22][C:23]#[N:24].[F:11][c:12]1[cH:13][cH:14][c:15]([CH2:18][C:19](=[O:20])[Cl:21])[cH:16][cH:17]1>>[Br:1][c:2]1[c:3]([NH:4][C:19]([CH2:18][c:15]2[cH:14][cH:13][c:12]([F:11])[cH:17][cH:16]2)=[O:20])[c:5]([CH3:10])[cH:6][c:7]([CH3:9])[cH:8]1. Starting materials: C=CC1CCCC1, ClCCl, C=CC(O)C1OC(=O)C(OC)C1O. The product is COC1C(=O)OC(C(O)C=CC2CCCC2)C1O. As a reaction SMILES: [CH:14](=[CH2:15])[CH:16]1[CH2:17][CH2:18][CH2:19][CH2:20]1.[Cl:21][CH2:22][Cl:23].[OH:1][CH:2]1[CH:3]([O:12][CH3:13])[C:4](=[O:11])[O:5][CH:6]1[CH:7]([CH:8]=[CH2:9])[OH:10]>>[OH:1][CH:2]1[CH:3]([O:12][CH3:13])[C:4](=[O:11])[O:5][CH:6]1[CH:7]([CH:8]=[CH:9][CH:16]1[CH2:17][CH2:18][CH2:19][CH2:20]1)[OH:10]. Starting materials: O=C(n1ccnc1)n1ccnc1, CCN(C(C)C)C(C)C, O=C(O)c1ccc(-c2cc(Cl)c(CC3CCN(N4CCCCC4)C3=O)c(Cl)c2)cc1, ClCCl, OC1CCNCC1. The product is O=C(c1ccc(-c2cc(Cl)c(CC3CCN(N4CCCCC4)C3=O)c(Cl)c2)cc1)N1CCC(O)CC1. RXN SMILES: [C:31]([n:32]1[cH:33][cH:34][n:35][cH:36]1)([n:37]1[cH:38][cH:39][n:40][cH:41]1)=[O:42].[CH:50]([N:51]([CH:52]([CH3:53])[CH3:54])[CH2:55][CH3:56])([CH3:57])[CH3:58].[Cl:1][c:2]1[cH:3][c:4](-[c:22]2[cH:23][cH:24][c:25]([C:28](=[O:29])[OH:30])[cH:26][cH:27]2)[cH:5][c:6]([Cl:21])[c:7]1[CH2:8][CH:9]1[C:10](=[O:20])[N:11]([N:14]2[CH2:15][CH2:16][CH2:17][CH2:18][CH2:19]2)[CH2:12][CH2:13]1.[Cl:59][CH2:60][Cl:61].[OH:43][CH:44]1[CH2:45][CH2:46][NH:47][CH2:48][CH2:49]1>>[Cl:1][c:2]1[cH:3][c:4](-[c:22]2[cH:23][cH:24][c:25]([C:28](=[O:29])[N:47]3[CH2:46][CH2:45][CH:44]([OH:43])[CH2:49][CH2:48]3)[cH:26][cH:27]2)[cH:5][c:6]([Cl:21])[c:7]1[CH2:8][CH:9]1[C:10](=[O:20])[N:11]([N:14]2[CH2:15][CH2:16][CH2:17][CH2:18][CH2:19]2)[CH2:12][CH2:13]1. Reactants: COc1ccc(CN(Cc2ccc(OC)cc2)c2ncc(-c3nc(N4CCOCC4)nc4c3CCN4c3ccc(C(=O)O)cc3)cn2)cc1, Cl, Cl, c1cnc(N2CCNCC2)nc1. The product is COc1ccc(CN(Cc2ccc(OC)cc2)c2ncc(-c3nc(N4CCOCC4)nc4c3CCN4c3ccc(C(=O)N4CCN(c5ncccn5)CC4)cc3)cn2)cc1. RXN SMILES: [CH3:1][O:2][c:3]1[cH:4][cH:5][c:6]([CH2:7][N:8]([c:9]2[n:10][cH:11][c:12](-[c:15]3[c:16]4[c:17]([n:18][c:19]([N:21]5[CH2:22][CH2:23][O:24][CH2:25][CH2:26]5)[n:20]3)[N:27]([c:30]3[cH:31][cH:32][c:33]([C:34](=[O:35])[OH:36])[cH:37][cH:38]3)[CH2:28][CH2:29]4)[cH:13][n:14]2)[CH2:39][c:40]2[cH:41][cH:42][c:43]([O:46][CH3:47])[cH:44][cH:45]2)[cH:48][cH:49]1.[ClH:50].[ClH:51].[n:52]1[c:53]([N:58]2[CH2:59][CH2:60][NH:61][CH2:62][CH2:63]2)[n:54][cH:55][cH:56][cH:57]1>>[CH3:1][O:2][c:3]1[cH:4][cH:5][c:6]([CH2:7][N:8]([c:9]2[n:10][cH:11][c:12](-[c:15]3[c:16]4[c:17]([n:18][c:19]([N:21]5[CH2:22][CH2:23][O:24][CH2:25][CH2:26]5)[n:20]3)[N:27]([c:30]3[cH:31][cH:32][c:33]([C:34](=[O:35])[N:61]5[CH2:60][CH2:59][N:58]([c:53]6[n:52][cH:57][cH:56][cH:55][n:54]6)[CH2:63][CH2:62]5)[cH:37][cH:38]3)[CH2:28][CH2:29]4)[cH:13][n:14]2)[CH2:39][c:40]2[cH:41][cH:42][c:43]([O:46][CH3:47])[cH:44][cH:45]2)[cH:48][cH:49]1. Starting materials: O=C1C(O)=C(O)[C@H](O1)[C@@H](O)CO (ascorbic acid), N[C@@H](CCCNC(N)=N)C(=O)O (L-arginine), C(C)(=O)O (acetic acid). The reagents and catalysts are O.S(=O)(=O)([O-])[O-].[Mn+2] (manganese sulfate hydrate). The solvent is O (water). Conditions: time 48 hour. Yields the product C(C)(=O)O.N[C@@H](CCCN)C(=O)O (L-ornithine acetate). RXN SMILES: [O:1]=[C:2]1[O:8][C@H]([C@H](CO)O)C(O)=[C:3]1O.[NH2:13][C@H:14]([C:22]([OH:24])=[O:23])[CH2:15][CH2:16][CH2:17][NH:18]C(=N)N.C(O)(=O)C>O.S([O-])([O-])(=O)=O.[Mn+2].O>[C:2]([OH:8])(=[O:1])[CH3:3].[NH2:13][C@H:14]([C:22]([OH:24])=[O:23])[CH2:15][CH2:16][CH2:17][NH2:18] |f:3.4.5,7.8|. Procedure: 42.3 mg manganese sulfate hydrate (2.5×10-4 molar), 21.8 mg ascorbic acid (1.25×10-4 molar) and 15000 units calf's liver arginase of the Boehringer Mannheim company were added to 1 liter of a 0.75 molar L-arginine solution. After 48 hours the conversion was 100% according to HPLC. The mixture was adjusted with acetic acid to pH 6.8, three quarters of the water drawn off and the ornithine acetate precipitated with one liter ethanol at room temperature. After 15 min. of postagitation the precipita...